Dataset: the Open Reaction Database (ORD), a public repository of structured organic reaction records. Task: describe an organic reaction: reactants, conditions, products, and yield Starting materials: C(C)(=O)O (acetic acid), [BH4-].[Li+] (lithium borohydride), C(C)(=O)OCC1=CC=C(C=C1)OCOCCOC ([4-(2-methoxy-ethoxymethoxy)-phenyl]-methyl acetate), [Cl-].[NH4+] (ammonium chloride). The solvent is O1CCCC1 (tetrahydrofuran). Conditions: temperature 60 celsius, time 4 hour. Yields the product COCCOCOC1=CC=C(C=C1)CCO (2-[4-(2-methoxy-ethoxymethoxy)-phenyl]-ethanol). Isolated yield 97.0%. Reaction SMILES: [BH4-].[Li+].C(O[CH2:7][C:8]1[CH:13]=[CH:12][C:11]([O:14][CH2:15][O:16][CH2:17][CH2:18][O:19][CH3:20])=[CH:10][CH:9]=1)(=O)C.[Cl-].[NH4+].[C:23](O)(=[O:25])C>O1CCCC1>[CH3:20][O:19][CH2:18][CH2:17][O:16][CH2:15][O:14][C:11]1[CH:10]=[CH:9][C:8]([CH2:7][CH2:23][OH:25])=[CH:13][CH:12]=1 |f:0.1,3.4|. Procedure: 2.7 g (122.3 mmol) of lithium borohydride is added to a solution of 10 g (41 mmol) of [4-(2-methoxy-ethoxymethoxy)-phenyl]-methyl acetate in 100 ml of tetrahydrofuran. The reaction mixture is stirred at 60° C. for 4 h. After cooling, the reaction mixture is poured into a mixture of ice and saturated aqueous ammonium chloride solution, acidified with aqueous solution of acetic acid of concentration 1M and then extracted with ethyl acetate. The organic phases are combined, washed with saturated so... Reactants: ClC1=C(C=CC(=C1)Cl)C=1N=C(C(=NC1CC)N[C@H]1[C@H](CC2=CC=CC=C12)OCC)CC (5-(2,4-dichlorophenyl)-N-[(1R,2S)-2-ethoxy-2,3-dihydro-1H-inden-1-yl]-3,6-diethylpyrazin-2-amine), ClC1=C(C=CC(=C1)Cl)C=1N=C(C(=NC1CC)N[C@H]1[C@H](CC2=CC=CC=C12)O)C ((1R,2S)-1-{[5-(2,4-dichlorophenyl)-6-ethyl-3-methylpyrazin-2-yl]amino}-2,3-dihydro-1H-inden-2-ol). Product: ClC1=C(C=CC(=C1)Cl)C=1N=C(C(=NC1CC)N[C@H]1[C@H](CC2=CC=CC=C12)OCC)C (5-(2,4-dichlorophenyl)-N-[(1R,2S)-2-ethoxy-2,3-dihydro-1H-inden-1-yl]-6-ethyl-3-methylpyrazin-2-amine). RXN SMILES: [Cl:1][C:2]1[CH:7]=[C:6]([Cl:8])[CH:5]=[CH:4][C:3]=1[C:9]1[N:10]=[C:11]([CH2:30]C)[C:12]([NH:17][C@@H:18]2[C:26]3[C:21](=[CH:22][CH:23]=[CH:24][CH:25]=3)[CH2:20][C@@H:19]2[O:27][CH2:28][CH3:29])=[N:13][C:14]=1[CH2:15][CH3:16].ClC1C=C(Cl)C=CC=1C1N=C(C)C(N[C@@H]2C3C(=CC=CC=3)C[C@@H]2O)=NC=1CC>>[Cl:1][C:2]1[CH:7]=[C:6]([Cl:8])[CH:5]=[CH:4][C:3]=1[C:9]1[N:10]=[C:11]([CH3:30])[C:12]([NH:17][C@@H:18]2[C:26]3[C:21](=[CH:22][CH:23]=[CH:24][CH:25]=3)[CH2:20][C@@H:19]2[O:27][CH2:28][CH3:29])=[N:13][C:14]=1[CH2:15][CH3:16]. Procedure details: Following the procedure for the preparation of 5-(2,4-dichlorophenyl)-N-[(1R,2S)-2-ethoxy-2,3-dihydro-1H-inden-1-yl]-3,6-diethylpyrazin-2-amine but substituting (1R,2S)-1-{[5-(2,4-dichlorophenyl)-6-ethyl-3-methylpyrazin-2-yl]amino}-2,3-dihydro-1H-inden-2-ol and making non-critical variations provided the title compound as a solid: 1H NMR (CDCl3) δ 0.76-0.82, 1.02-1.34, 1.56-1.58, 2.24, 2.62, 3.38-3.55, 3.90-3.95, 5.22, 5.50-5.54, 6.14-6.16, 6.70-6.72, 7.04-7.62; MS (ESI+) for C24H25Cl2N3O m/z 44... Reactants: C(C)C=1C=C(C=CC1CC)C[C@H](C(=O)O)NC(=O)N1CCC(CC1)N1C(NC2=C(CC1)C=CC=C2)=O ((R)-3-(3,4-diethyl-phenyl)-2-{[4-(2-oxo-1,2,4,5-tetrahydro-1,3-benzodiazepin-3-yl)-piperidine-1-carbonyl]-amino}-propionic acid), N1CCC(CC1)N1CCN(CC1)CC(=O)OCC (ethyl (4-piperidin-4-yl-piperazin-1-yl)-acetate). Yields the product C(C)C=1C=C(C=CC1CC)C[C@H](C(=O)N1CCC(CC1)N1CCN(CC1)CC(=O)OCC)NC(=O)N1CCC(CC1)N1C(NC2=C(CC1)C=CC=C2)=O (ethyl {4-[1-((R)-3-(3,4-diethyl-phenyl)-2-{[4-(2-oxo-1,2,4,5-tetrahydro-1,3-benzodiazepin-3-yl)-piperidine-1-carbonyl]-amino}-propionyl)-piperidin-4-yl]-piperazin-1-yl}-acetate). As a reaction SMILES: [CH2:1]([C:3]1[CH:4]=[C:5]([CH2:11][C@@H:12]([NH:16][C:17]([N:19]2[CH2:24][CH2:23][CH:22]([N:25]3[CH2:31][CH2:30][C:29]4[CH:32]=[CH:33][CH:34]=[CH:35][C:28]=4[NH:27][C:26]3=[O:36])[CH2:21][CH2:20]2)=[O:18])[C:13](O)=[O:14])[CH:6]=[CH:7][C:8]=1[CH2:9][CH3:10])[CH3:2].[NH:37]1[CH2:42][CH2:41][CH:40]([N:43]2[CH2:48][CH2:47][N:46]([CH2:49][C:50]([O:52][CH2:53][CH3:54])=[O:51])[CH2:45][CH2:44]2)[CH2:39][CH2:38]1>>[CH2:1]([C:3]1[CH:4]=[C:5]([CH2:11][C@@H:12]([NH:16][C:17]([N:19]2[CH2:20][CH2:21][CH:22]([N:25]3[CH2:31][CH2:30][C:29]4[CH:32]=[CH:33][CH:34]=[CH:35][C:28]=4[NH:27][C:26]3=[O:36])[CH2:23][CH2:24]2)=[O:18])[C:13]([N:37]2[CH2:42][CH2:41][CH:40]([N:43]3[CH2:48][CH2:47][N:46]([CH2:49][C:50]([O:52][CH2:53][CH3:54])=[O:51])[CH2:45][CH2:44]3)[CH2:39][CH2:38]2)=[O:14])[CH:6]=[CH:7][C:8]=1[CH2:9][CH3:10])[CH3:2]. Procedure: Prepared analogously to Example 34 from (R)-3-(3,4-diethyl-phenyl)-2-{[4-(2-oxo-1,2,4,5-tetrahydro-1,3-benzodiazepin-3-yl)-piperidine-1-carbonyl]-amino}-propionic acid and ethyl (4-piperidin-4-yl-piperazin-1-yl)-acetate Run in COCCOC (1,2-dimethoxyethane). Reactants: CC1C(C2=C(C(=C(C=C2C1C)OC)Cl)Cl)=O (2,3-dimethyl-5-methoxy-6,7-dichloro-1-indanone), [H-].[Na+] (sodium hydride), CI (methyl iodide). As a reaction SMILES: [CH3:1][CH:2]1[CH:10]([CH3:11])[C:9]2[C:4](=[C:5]([Cl:15])[C:6]([Cl:14])=[C:7]([O:12][CH3:13])[CH:8]=2)[C:3]1=[O:16].[H-].[Na+].[CH3:19]I>COCCOC>[CH3:1][C:2]1([CH3:19])[CH:10]([CH3:11])[C:9]2[C:4](=[C:5]([Cl:15])[C:6]([Cl:14])=[C:7]([O:12][CH3:13])[CH:8]=2)[C:3]1=[O:16] |f:1.2|. The product is CC1(C(C2=C(C(=C(C=C2C1C)OC)Cl)Cl)=O)C (2,2,3-trimethyl-5-methoxy-6,7-dichloro-1-indanone). Procedure details: By following the procedure described in Example 5, Step E, using as the reactants 2,3-dimethyl-5-methoxy-6,7-dichloro-1-indanone (13 g., 0.05 mole), sodium hydride (1.44 g., 0.06 mole), 1,2-dimethoxyethane (500 ml.) and methyl iodide (8 ml.), there is obtained 2,2,3-trimethyl-5-methoxy-6,7-dichloro-1-indanone. Starting materials: CS(=O)(=O)O.NCC=1C=C2CN(C(C2=CC1)=O)C1C(NC(CC1)=O)=O (3-(5-aminomethyl-1-oxo-1,3-dihydro-isoindol-2-yl)-piperidine-2,6-dione methanesulfonic acid salt), C1=CN(C=N1)C(=O)N2C=CN=C2 (CDI), C(C)(C)(C)OC(=O)N1CCC(CC1)N (4-Amino-piperidine-1-carboxylic acid tert-butyl ester). Solvent: CN(C)C=O (DMF). Run at time 8 hour. Product: C(C)(C)(C)OC(=O)N1CCC(CC1)NC(=O)NCC=1C=C2CN(C(C2=CC1)=O)C1C(NC(CC1)=O)=O (4-{3-[2-(2,6-dioxo-piperidin-3-yl)-1-oxo-2,3-dihydro-1H-isoindol-5-ylmethyl]-ureido}-piperidine-1-carboxylic acid tert-butyl ester). Isolated yield 27.2%. RXN SMILES: CS(O)(=O)=O.[NH2:6][CH2:7][C:8]1[CH:9]=[C:10]2[C:14](=[CH:15][CH:16]=1)[C:13](=[O:17])[N:12]([CH:18]1[CH2:23][CH2:22][C:21](=[O:24])[NH:20][C:19]1=[O:25])[CH2:11]2.C1N=CN([C:31](N2C=NC=C2)=[O:32])C=1.[C:38]([O:42][C:43]([N:45]1[CH2:50][CH2:49][CH:48]([NH2:51])[CH2:47][CH2:46]1)=[O:44])([CH3:41])([CH3:40])[CH3:39]>CN(C=O)C>[C:38]([O:42][C:43]([N:45]1[CH2:50][CH2:49][CH:48]([NH:51][C:31]([NH:6][CH2:7][C:8]2[CH:9]=[C:10]3[C:14](=[CH:15][CH:16]=2)[C:13](=[O:17])[N:12]([CH:18]2[CH2:23][CH2:22][C:21](=[O:24])[NH:20][C:19]2=[O:25])[CH2:11]3)=[O:32])[CH2:47][CH2:46]1)=[O:44])([CH3:41])([CH3:39])[CH3:40] |f:0.1|. Reported procedure: A mixture of 3-(5-aminomethyl-1-oxo-1,3-dihydro-isoindol-2-yl)-piperidine-2,6-dione methanesulfonic acid salt (1.25 g, 3.39 mmol) and CDI (0.61 g, 3.73 mmol) in DMF (10 mL) was stirred at RT overnight. 4-Amino-piperidine-1-carboxylic acid tert-butyl ester (0.68 g, 3.39 mmol) was then added and the mixture was stirred overnight. The mixture was purified by preparative HPLC to give 4-{3-[2-(2,6-dioxo-piperidin-3-yl)-1-oxo-2,3-dihydro-1H-isoindol-5-ylmethyl]-ureido}-piperidine-1-carboxylic acid ter...